From a dataset of the Open Reaction Database (ORD), a public repository of structured organic reaction records. describe an organic reaction: reactants, conditions, products, and yield The reactants are COCC(C)Cn1ccc(Br)cc1=O, CC(c1ccc(B2OC(C)(C)C(C)(C)O2)cc1)N1CCC(CC(C)(C)O)(c2ccccc2)OC1=O. Product: COCC(C)Cn1ccc(-c2ccc(C(C)N3CCC(CC(C)(C)O)(c4ccccc4)OC3=O)cc2)cc1=O. Reaction SMILES: [Br:36][c:37]1[cH:38][c:39](=[O:49])[n:40]([CH2:43][CH:44]([CH2:45][O:46][CH3:47])[CH3:48])[cH:41][cH:42]1.[OH:1][C:2]([CH2:3][C:4]1([c:28]2[cH:29][cH:30][cH:31][cH:32][cH:33]2)[CH2:5][CH2:6][N:7]([CH:11]([CH3:12])[c:13]2[cH:14][cH:15][c:16]([B:19]3[O:20][C:21]([CH3:22])([CH3:23])[C:24]([CH3:25])([CH3:26])[O:27]3)[cH:17][cH:18]2)[C:8](=[O:10])[O:9]1)([CH3:34])[CH3:35]>>[OH:1][C:2]([CH2:3][C:4]1([c:28]2[cH:29][cH:30][cH:31][cH:32][cH:33]2)[CH2:5][CH2:6][N:7]([CH:11]([CH3:12])[c:13]2[cH:14][cH:15][c:16](-[c:37]3[cH:38][c:39](=[O:49])[n:40]([CH2:43][CH:44]([CH2:45][O:46][CH3:47])[CH3:48])[cH:41][cH:42]3)[cH:17][cH:18]2)[C:8](=[O:10])[O:9]1)([CH3:34])[CH3:35]. Starting materials: CCCCCCCCCCCCCCCCCCC1CC(=O)OC1=O, CCCCCCCCC=CO, c1ccccc1. The product is CCCCCCCCCCCCCCCCCCC(CC(=O)O)C(=O)O. RXN SMILES: [CH2:1]([CH2:2][CH2:3][CH2:4][CH2:5][CH2:6][CH2:7][CH2:8][CH2:9][CH2:10][CH2:11][CH2:12][CH2:13][CH2:14][CH2:15][CH2:16][CH2:17][CH3:18])[CH:19]1[C:20](=[O:21])[O:22][C:23](=[O:25])[CH2:24]1.[CH:26](=[CH:27][CH2:28][CH2:29][CH2:30][CH2:31][CH2:32][CH2:33][CH2:34][CH3:35])[OH:36].[cH:37]1[cH:38][cH:39][cH:40][cH:41][cH:42]1>>[CH2:1]([CH2:2][CH2:3][CH2:4][CH2:5][CH2:6][CH2:7][CH2:8][CH2:9][CH2:10][CH2:11][CH2:12][CH2:13][CH2:14][CH2:15][CH2:16][CH2:17][CH3:18])[CH:19]([C:20](=[O:21])[OH:36])[CH2:24][C:23]([OH:22])=[O:25]. Starting materials: CC=1C(=NC=C(C1)C)CN(C1CCNCC1)CC1=NC=CC=C1C(C)(C1=CC=CC=C1)C ((3,5-Dimethyl-pyridin-2-ylmethyl)-[3-(1-methyl-1-phenyl-ethyl)-pyridin-2-ylmethyl]-piperidin-4-yl-amine), CCN(C(C)C)C(C)C (DIPEA), N1C(=NC=C1)NC(=O)N1C=NC=C1 (imidazole-1-carboxylic acid (1H-imidazol-2-yl)-amide). Run in CN(C)C=O (DMF). Reaction conditions: temperature 70 celsius, time 2 hour. The product is N1C(=NC=C1)NC(=O)N1CCC(CC1)N(CC1=NC=CC=C1C(C)(C1=CC=CC=C1)C)CC1=NC=C(C=C1C)C (4-{(3,5-Dimethyl-pyridin-2-ylmethyl)-[3-(1-methyl-1-phenyl-ethyl)-pyridin-2-ylmethyl]-amino}-piperidine-1-carboxylic acid (1H-imidazol-2-yl)-amide). The yield is 76.0%. Reaction SMILES: [CH3:1][C:2]1[C:3]([CH2:9][N:10]([CH2:17][C:18]2[C:23]([C:24]([CH3:32])([C:26]3[CH:31]=[CH:30][CH:29]=[CH:28][CH:27]=3)[CH3:25])=[CH:22][CH:21]=[CH:20][N:19]=2)[CH:11]2[CH2:16][CH2:15][NH:14][CH2:13][CH2:12]2)=[N:4][CH:5]=[C:6]([CH3:8])[CH:7]=1.CCN(C(C)C)C(C)C.[NH:42]1[CH:46]=[CH:45][N:44]=[C:43]1[NH:47][C:48](N1C=CN=C1)=[O:49]>CN(C=O)C>[NH:42]1[CH:46]=[CH:45][N:44]=[C:43]1[NH:47][C:48]([N:14]1[CH2:13][CH2:12][CH:11]([N:10]([CH2:9][C:3]2[C:2]([CH3:1])=[CH:7][C:6]([CH3:8])=[CH:5][N:4]=2)[CH2:17][C:18]2[C:23]([C:24]([CH3:32])([C:26]3[CH:27]=[CH:28][CH:29]=[CH:30][CH:31]=3)[CH3:25])=[CH:22][CH:21]=[CH:20][N:19]=2)[CH2:16][CH2:15]1)=[O:49]. Procedure details: To a warm (70° C.), stirred, solution of (3,5-Dimethyl-pyridin-2-ylmethyl)-[3-(1-methyl-1-phenyl-ethyl)-pyridin-2-ylmethyl]-piperidin-4-yl-amine (0.211 g, 0.49 mmol) and DIPEA (0.51 mL, 2.92 mmol) in DMF (5 mL) was added imidazole-1-carboxylic acid (1H-imidazol-2-yl)-amide (2 equivs). After 2 hours, the mixture was cooled to room temperature and concentrated under reduced pressure. The residue was dissolved in CH2Cl2 (50 mL) and washed with water (5×10 mL). The organic phase was dried (Na2SO4) a... Starting materials: CCOC(=O)N1CCCC(Sc2ccc([N+](=O)[O-])c(NC)c2Cl)CC1, CCOC(C)=O, O, O, Cl[Sn](Cl)(Cl)Cl. RXN SMILES: [CH2:1]([CH3:2])[O:3][C:4](=[O:5])[N:6]1[CH2:7][CH2:8][CH:9]([S:13][c:14]2[c:15]([Cl:25])[c:16]([NH:23][CH3:24])[c:17]([N+:20]([O-:21])=[O:22])[cH:18][cH:19]2)[CH2:10][CH2:11][CH2:12]1.[CH3:33][CH2:34][O:35][C:36]([CH3:37])=[O:38].[OH2:26].[OH2:27].[Sn:28]([Cl:29])([Cl:30])([Cl:31])[Cl:32]>>[CH2:1]([CH3:2])[O:3][C:4](=[O:5])[N:6]1[CH2:7][CH2:8][CH:9]([S:13][c:14]2[c:15]([Cl:25])[c:16]([NH:23][CH3:24])[c:17]([NH2:20])[cH:18][cH:19]2)[CH2:10][CH2:11][CH2:12]1. The product is CCOC(=O)N1CCCC(Sc2ccc(N)c(NC)c2Cl)CC1. Starting materials: N1=C2C(=NS1)C=C(C=C2)CN2N=C(C=CC2=O)C2=CC(=C(C(=C2)F)F)F (2-benzo-1,2,5-thiadiazol-5-ylmethyl-6-(3,4,5-tri-fluorophenyl)-2H-pyridazin-3-one). The reagents and catalysts are [Ni] (Ni), [Ni] (Ni). The solvent is C1CCOC1 (THF). Conditions: time 17 hour. Yields the product NC=1C=C(CN2N=C(C=CC2=O)C2=CC(=C(C(=C2)F)F)F)C=CC1N (2-(3,4-Diaminobenzyl)-6-(3,4,5-trifluorophenyl)-2H-pyridazin-3-one). RXN SMILES: [N:1]1S[N:4]=[C:3]2[CH:6]=[C:7]([CH2:10][N:11]3[C:16](=[O:17])[CH:15]=[CH:14][C:13]([C:18]4[CH:23]=[C:22]([F:24])[C:21]([F:25])=[C:20]([F:26])[CH:19]=4)=[N:12]3)[CH:8]=[CH:9][C:2]=12>C1COCC1.[Ni]>[NH2:4][C:3]1[CH:6]=[C:7]([CH:8]=[CH:9][C:2]=1[NH2:1])[CH2:10][N:11]1[C:16](=[O:17])[CH:15]=[CH:14][C:13]([C:18]2[CH:19]=[C:20]([F:26])[C:21]([F:25])=[C:22]([F:24])[CH:23]=2)=[N:12]1. Reported procedure: 3.5 g (9.4 mmol) of 2-benzo-1,2,5-thiadiazol-5-ylmethyl-6-(3,4,5-tri-fluorophenyl)-2H-pyridazin-3-one are dissolved in 35 ml of THF and hydrogenated under a hydrogen atmosphere in an autoclave at 30° C. under a pressure of 2 bar with 2 g of Raney Ni (70%, water-moist). After 17 h, a further 3 g of Raney Ni (70%, water-moist) are added, and the mixture is hydrogenated at 35° C. under a pressure of 2 bar for a further 16 h. The catalyst is separated off, rinsed, and the filtrate is evaporated to d... Reagents/catalysts: N1CCCCC1 (piperidine). Solvent: C(C)O (ethanol). Product: FC1=C(C=C(C(C#N)O)C#N)C=CC=C1 (2-Fluorobenzylidenemalonitrile). Reactants: FC1=C(C=O)C=CC=C1 (2-Fluorobenzaldehyde), C(C(O)CC#N)#N (malonitrile). Reaction SMILES: [F:1][C:2]1[CH:9]=[CH:8][CH:7]=[CH:6][C:3]=1[CH:4]=O.[C:10](#[N:16])[CH:11]([CH2:13][C:14]#[N:15])[OH:12]>C(O)C.N1CCCCC1>[F:1][C:2]1[CH:9]=[CH:8][CH:7]=[CH:6][C:3]=1[CH:4]=[C:13]([C:14]#[N:15])[CH:11]([OH:12])[C:10]#[N:16]. Procedure: 2-Fluorobenzaldehyde (15.8 ml) was dissolved in ethanol (100 ml) and to the stirred solution was added malonitrile (9.9 g). The solution was heated to reflux, the heating discontinued and piperidine (4 drops) was added. Once the vigorous reaction had diminished, the solution was heated for 15 minutes and then chilled. Crystals of product were filtered off and washed with ethanol, m.p. 122° C. The reactants are CC(C)(C)OC(=O)N1C(CO)COC1(C)C, CS(C)=O, CCN(C(C)C)C(C)C, O, O=S(=O)=O, c1ccncc1. Yields the product CC(C)(C)OC(=O)N1C(C=O)COC1(C)C. RXN SMILES: [C:11]([CH3:12])([CH3:13])([CH3:14])[O:15][C:16](=[O:17])[N:18]1[C:19]([CH3:25])([CH3:26])[O:20][CH2:21][CH:22]1[CH2:23][OH:24].[CH3:28][S:29]([CH3:30])=[O:31].[CH:32]([N:33]([CH:34]([CH3:35])[CH3:36])[CH2:37][CH3:38])([CH3:39])[CH3:40].[OH2:27].[S:1](=[O:2])(=[O:3])=[O:4].[n:5]1[cH:6][cH:7][cH:8][cH:9][cH:10]1>>[C:11]([CH3:12])([CH3:13])([CH3:14])[O:15][C:16](=[O:17])[N:18]1[C:19]([CH3:25])([CH3:26])[O:20][CH2:21][CH:22]1[CH:23]=[O:24]. Reactants: COC(=O)C1=CC2=C(N(C(=N2)NC=2SC3=C(N2)C=CC(=C3)OC(F)(F)F)CC)C=C1 (1-ethyl-2-(6-trifluoromethoxy-benzothiazol-2-ylamino)-1H-benzoimidazole-5-carboxylic acid methyl ester), [OH-].[Na+] (sodium hydroxide). Product: C(C)N1C(=NC2=C1C=CC(=C2)C(=O)O)NC=2SC1=C(N2)C=CC(=C1)OC(F)(F)F (1-Ethyl-2-(6-trifluoromethoxy-benzothiazol-2-ylamino)-1H-benzoimidazole-5-carboxylic acid). Yield: 62.0%. As a reaction SMILES: C[O:2][C:3]([C:5]1[CH:30]=[CH:29][C:8]2[N:9]([CH2:27][CH3:28])[C:10]([NH:12][C:13]3[S:14][C:15]4[CH:21]=[C:20]([O:22][C:23]([F:26])([F:25])[F:24])[CH:19]=[CH:18][C:16]=4[N:17]=3)=[N:11][C:7]=2[CH:6]=1)=[O:4].[OH-].[Na+]>>[CH2:27]([N:9]1[C:8]2[CH:29]=[CH:30][C:5]([C:3]([OH:4])=[O:2])=[CH:6][C:7]=2[N:11]=[C:10]1[NH:12][C:13]1[S:14][C:15]2[CH:21]=[C:20]([O:22][C:23]([F:26])([F:25])[F:24])[CH:19]=[CH:18][C:16]=2[N:17]=1)[CH3:28] |f:1.2|. Procedure: 1-Ethyl-2-(6-trifluoromethoxy-benzothiazol-2-ylamino)-1H-benzoimidazole-5-carboxylic acid (2.1 g) was prepared by following General Procedure E starting from 1-ethyl-2-(6-trifluoromethoxy-benzothiazol-2-ylamino)-1H-benzoimidazole-5-carboxylic acid methyl ester (3.5 g) and sodium hydroxide (2.0 N solution, 8.0 mL). LCMS: m/z 424; and 1H NMR (DMSO-d6, 400 MHz): δ 8.17 (1H, m), 7.96 (1H, m), 7.75 (1H, m), 7.88-7.85 (1H, m), 7.65-7.63 (1H, m), 7.59-7.57 (1H, m), 7.40-7.37 (1H, m), 4.26-4.25 (2H, q),... The reactants are [H-].[Na+] (sodium hydride), CC1C(C(CC1)C(=O)OC)=O (methyl 3-methyl-2-oxocyclopentanecarboxylate), ClC1=CC=C(CCl)C=C1 (4-chlorobenzyl chloride). Run in C1=CC=CC=C1 (benzene). Run at time 1 hour. The product is ClC1=CC=C(CC2C(C(CC2)C)=O)C=C1 (2-(4-chlorobenzyl)-5-methyl-1-cyclopentanone). RXN SMILES: [H-].[Na+].[CH3:3][CH:4]1[CH2:8][CH2:7][CH:6]([C:9](OC)=O)[C:5]1=[O:13].[Cl:14][C:15]1[CH:22]=[CH:21][C:18](CCl)=[CH:17][CH:16]=1>C1C=CC=CC=1>[Cl:14][C:15]1[CH:22]=[CH:21][C:18]([CH2:9][CH:6]2[CH2:7][CH2:8][CH:4]([CH3:3])[C:5]2=[O:13])=[CH:17][CH:16]=1 |f:0.1|. Procedure details: Into 126 ml of anhydrous benzene, 3.04 g of sodium hydride (prepared by washing 60% oily sodium hydride with anhydrous benzene) were added, and then 18 g of methyl 3-methyl-2-oxocyclopentanecarboxylate were added to the thus formed mixture. After stirring the whole mixture for one hour at room temperature, 21.5 g of 4-chlorobenzyl chloride were added to the mixture and the thus obtained mixture was refluxed for 6 hours in an oil bath at 90° C.